From a dataset of the Open Reaction Database (ORD), a public repository of structured organic reaction records. describe an organic reaction: reactants, conditions, products, and yield The reactants are CSC(=NC)SC (methyl carbonimidodithioic acid dimethyl ester), Y-zeolite, [N+](=O)([O-])C (nitromethane). Yields the product CNC(=C[N+](=O)[O-])SC (1-methylamino-1-methylthio-2-nitroethene). Reaction SMILES: [CH3:1][S:2][C:3](SC)=[N:4][CH3:5].[N+:8]([CH3:11])([O-:10])=[O:9]>>[CH3:5][NH:4][C:3]([S:2][CH3:1])=[CH:11][N+:8]([O-:10])=[O:9]. Procedure: A mixture of nitromethane (3 ml), methyl carbonimidodithioic acid dimethyl ester (X, 675 mg), rare earth exchange Y-zeolite (RE 70 Na Y) (675 mg) was heated at 90°-110° C. for 72 hr. It was filtered and the solvent was removed by distillation leaving the required 1-methylamino-1-methylthio-2-nitroethene (II) as residue. m.p. 112°-114° C.